From a dataset of the Open Reaction Database (ORD), a public repository of structured organic reaction records. describe an organic reaction: reactants, conditions, products, and yield Starting materials: [H-].[Al+3].[Li+].[H-].[H-].[H-] (lithium aluminum hydride), C1(=C(C=CC=C1)P(C1=C(C=CC=C1)C)C1=C(C=CC=C1)C)C (tris-o-tolylphosphine), BrC1=CC(=C(N)C(=C1)C)C (4-bromo-2,6-dimethylaniline), C(C=C)(=O)OC (methyl acrylate). Reagents/catalysts: C(C)(=O)[O-].[Pd+2].C(C)(=O)[O-] (Palladium acetate). Solvent: O (water), O (water), C1CCOC1 (THF), C(C)N(CC)CC (triethylamine). Reaction conditions: temperature 100 celsius, time 6 hour. Yields the product NC1=C(C=C(C=C1C)CCCO)C (3-(4-amino-3,5-dimethylphenyl)propan-1-ol). Yield: 65.1%. RXN SMILES: C1(C)C=CC=CC=1P(C1C=CC=CC=1C)C1C=CC=CC=1C.Br[C:24]1[CH:30]=[C:29]([CH3:31])[C:27]([NH2:28])=[C:26]([CH3:32])[CH:25]=1.[C:33](OC)(=[O:36])[CH:34]=[CH2:35].[H-].[Al+3].[Li+].[H-].[H-].[H-]>C1COCC1.C([O-])(=O)C.[Pd+2].C([O-])(=O)C.O.C(N(CC)CC)C>[NH2:28][C:27]1[C:29]([CH3:31])=[CH:30][C:24]([CH2:35][CH2:34][CH2:33][OH:36])=[CH:25][C:26]=1[CH3:32] |f:3.4.5.6.7.8,10.11.12|. Procedure: Palladium acetate (68 mg) and 720 mg of tris-o-tolylphosphine were mixed in a Schlenk tube under a nitrogen atmosphere. After 15 ml of triethylamine, 6 g of 4-bromo-2,6-dimethylaniline and 3.2 g of methyl acrylate had been added, the tube was heated to 100° C. in an oil bath and kept there for 6 h. The mixture was added to water and extracted 3 times with ethyl ether. After drying in vacuum 6.2 g of a yellow solid was obtained. The solid was dissolved in THF and 3.5 g of lithium aluminum hydride... Reactants: CC(=O)O, O=C1CSC(NCc2ccc(F)c(Cl)c2)=N1, N#Cc1cnc2ccc(C=C3SC(NCc4cccs4)=NC3=O)nc2c1, O. The product is N#Cc1cnc2ccc(C=C3SC(NCc4ccc(F)c(Cl)c4)=NC3=O)nc2c1. Reaction SMILES: [C:43]([OH:44])(=[O:45])[CH3:46].[Cl:1][c:2]1[cH:3][c:4]([CH2:5][NH:6][C:7]2=[N:11][C:10](=[O:12])[CH2:9][S:8]2)[cH:13][cH:14][c:15]1[F:16].[O:17]=[C:18]1[C:19](=[CH:23][c:24]2[n:25][c:26]3[cH:27][c:28]([C:34]#[N:35])[cH:29][n:30][c:31]3[cH:32][cH:33]2)[S:20][C:21]([NH:22][CH2:36][c:37]2[s:38][cH:39][cH:40][cH:41]2)=[N:42]1.[OH2:47]>>[Cl:1][c:2]1[cH:3][c:4]([CH2:5][NH:6][C:7]2=[N:11][C:10](=[O:12])[C:9](=[CH:23][c:24]3[n:25][c:26]4[cH:27][c:28]([C:34]#[N:35])[cH:29][n:30][c:31]4[cH:32][cH:33]3)[S:8]2)[cH:13][cH:14][c:15]1[F:16].